Dataset: the Open Reaction Database (ORD), a public repository of structured organic reaction records. Task: describe an organic reaction: reactants, conditions, products, and yield Starting materials: Cl.CONC (N-methoxymethanamine hydrochloride), CCN(C(C)C)C(C)C (i-Pr2NEt), O=C1C(=NN(C=C1)C1=CC(=CC=C1)C(F)(F)F)C(=O)O (4-oxo-1-[3-(trifluoromethyl)phenyl]-1,4-dihydropyridazine-3-carboxylic acid), C1=CN(C=N1)C(=O)N2C=CN=C2 (CDI). Solvent: C1CCOC1 (THF), O (water). Conditions: temperature 40 celsius, time 20 hour. Product: CON(C(=O)C1=NN(C=CC1=O)C1=CC(=CC=C1)C(F)(F)F)C (N-Methoxy-N-methyl-4-oxo-1-[3-(trifluoromethyl)phenyl]-1,4-dihydropyridazine-3-carboxamide). Isolated yield 104.2%. As a reaction SMILES: [O:1]=[C:2]1[CH:7]=[CH:6][N:5]([C:8]2[CH:13]=[CH:12][CH:11]=[C:10]([C:14]([F:17])([F:16])[F:15])[CH:9]=2)[N:4]=[C:3]1[C:18]([OH:20])=O.C1N=CN(C(N2C=NC=C2)=O)C=1.Cl.[CH3:34][O:35][NH:36][CH3:37].CCN(C(C)C)C(C)C>C1COCC1.O>[CH3:34][O:35][N:36]([CH3:37])[C:18]([C:3]1[C:2](=[O:1])[CH:7]=[CH:6][N:5]([C:8]2[CH:13]=[CH:12][CH:11]=[C:10]([C:14]([F:15])([F:16])[F:17])[CH:9]=2)[N:4]=1)=[O:20] |f:2.3|. Reported procedure: A mixture of 4-oxo-1-[3-(trifluoromethyl)phenyl]-1,4-dihydropyridazine-3-carboxylic acid (2.00 g, 7.04 mmol) and CDI (1.26 g, 7.74 mmol) in THF (20 mL) was heated to 40° C. for 2 h. To the solution were added N-methoxymethanamine hydrochloride (1.03 g, 10.6 mmol) and i-Pr2NEt (1.84 mL, 10.6 mmol) at room temperature. The solution was stirred at room temperature for 20 h. The mixture was diluted with water, extracted with EtOAc, washed with brine, dried over Na2SO4, filtered, concentrated in vacu... Reactants: [N+](=O)([O-])C1=CC=C(C(=O)OC[C@@H]2[C@H](C[C@@](O2)(N2C=NC=3C(=O)NC(NC(C)(C)C)=NC23)C(COC2=CC=CC=C2)=O)O)C=C1 (5′-O-p-nitrobenzoyl-2-N-t-butylphenoxyacetyldeoxyguanosine), ClCCl.C(C)#N (dichloromethane acetonitrile), C(C)(C)N(C(C)C)P(OCCC#N)N(C(C)C)C(C)C (bisdiisopropylaminocyanoethoxyphosphine), N1N=NN=[C-]1.C(C)(C)[NH2+]C(C)C (diisopropylammoniumtetrazolide). Run in ClCCl (dichloromethane). Reaction conditions: time 2 hour. Product: [C@@H]1(C[C@H](O)[C@@H](CO)O1)N1C=NC=2C(=O)NC(N)=NC12 (Deoxyguanosine). Reaction SMILES: [N+](C1C=CC(C([O:10][CH2:11][C@H:12]2[O:16][C@@:15](C(=O)COC3C=CC=CC=3)([N:17]3[C:31]4[N:30]=[C:24]([NH:25]C(C)(C)C)[NH:23][C:21](=[O:22])[C:20]=4[N:19]=[CH:18]3)[CH2:14][C@@H:13]2[OH:42])=O)=CC=1)([O-])=O.ClCCl.C(#N)C.C(N(P(N(C(C)C)C(C)C)OCCC#N)C(C)C)(C)C.N1[C-]=NN=N1.C([NH2+]C(C)C)(C)C>ClCCl>[C@@H:15]1([N:17]2[C:31]3[N:30]=[C:24]([NH2:25])[NH:23][C:21](=[O:22])[C:20]=3[N:19]=[CH:18]2)[O:16][C@H:12]([CH2:11][OH:10])[C@@H:13]([OH:42])[CH2:14]1 |f:1.2,4.5|. Reported procedure: 5′-O-p-nitrobenzoyl-2-N-t-butylphenoxyacetyldeoxyguanosine (1 eq) is dried in a dichloromethane/acetonitrile mixture and reacted with 1.2 eq of bisdiisopropylaminocyanoethoxyphosphine and 0.5 eq of diisopropylammoniumtetrazolide in anhydrous dichloromethane. After reacting for 2 hours, the reaction mixture is diluted and washed successively with 0.5 M sodium bicarbonate and saturated sodium chloride. The organic phase is evaporated to dryness. After redissolution in chloroform and precipitation ...